describe an organic reaction: reactants, conditions, products, and yield From a dataset of the Open Reaction Database (ORD), a public repository of structured organic reaction records. Reactants: ClC1=C(C=C(C=C1)C(C(=O)NNC=O)NC(=O)N1CC=2N=C(N=CC2CC1)NC1CCOCC1)F (N-(1-(4-chloro-3-fluorophenyl)-2-(2-formylhydrazinyl)-2-oxoethyl)-2-(tetrahydro-2H-pyran-4-ylamino)-5,6-dihydropyrido[3,4-d]pyrimidine-7(8H)-carboxamide), CCN(C(C)C)C(C)C (DIPEA), C1=CC=C(C=C1)P(C2=CC=CC=C2)C3=CC=CC=C3 (PPh3), ClC(C(Cl)(Cl)Cl)(Cl)Cl (Perchloroethane). The solvent is CC#N (MeCN). Reaction conditions: time 5 minute. Yields the product ClC1=C(C=C(C=C1)C(NC(=O)N1CC=2N=C(N=CC2CC1)NC1CCOCC1)C=1OC=NN1)F (N-((4-chloro-3-fluorophenyl)(1,3,4-oxadiazol-2-yl)methyl)-2-(tetrahydro-2H-pyran-4-ylamino)-5,6-dihydropyrido[3,4-d]pyrimidine-7(8H)-carboxamide). RXN SMILES: [Cl:1][C:2]1[CH:7]=[CH:6][C:5]([CH:8]([NH:15][C:16]([N:18]2[CH2:27][CH2:26][C:25]3[CH:24]=[N:23][C:22]([NH:28][CH:29]4[CH2:34][CH2:33][O:32][CH2:31][CH2:30]4)=[N:21][C:20]=3[CH2:19]2)=[O:17])[C:9]([NH:11][NH:12][CH:13]=O)=[O:10])=[CH:4][C:3]=1[F:35].CCN(C(C)C)C(C)C.C1C=CC(P(C2C=CC=CC=2)C2C=CC=CC=2)=CC=1.ClC(Cl)(Cl)C(Cl)(Cl)Cl>CC#N>[Cl:1][C:2]1[CH:7]=[CH:6][C:5]([CH:8]([C:9]2[O:10][CH:13]=[N:12][N:11]=2)[NH:15][C:16]([N:18]2[CH2:27][CH2:26][C:25]3[CH:24]=[N:23][C:22]([NH:28][CH:29]4[CH2:34][CH2:33][O:32][CH2:31][CH2:30]4)=[N:21][C:20]=3[CH2:19]2)=[O:17])=[CH:4][C:3]=1[F:35]. Procedure: To a solution of 48 (119 mg, 0.212 mmol) and MeCN (2 mL) was added DIPEA (164 mg, 1.27 mmol) and PPh3 (99.9 mg, 0.381 mmol) and the solution was stirred for 5 min. Perchloroethane (65.1 mg, 0.275 mmol) was added and the reaction was stirred for 3 h. The reaction mixture was concentrated and partitioned between EtOAc and H2O. The organic layer was separated and the aqueous phase was extracted with EtOAc. The organic layers were combined and concentrated. The crude product was purified by reverse ... Reactants: CC(=O)O, Cc1nn(C2CCCCC2)c(N)c1C#N, [NH4+], [OH-], O=S(=O)(O)O. Product: Cc1nn(C2CCCCC2)c(N)c1C(N)=O. RXN SMILES: [CH3:23][C:24](=[O:25])[OH:26].[CH:6]1([n:12]2[n:13][c:14]([CH3:20])[c:15]([C:18]#[N:19])[c:16]2[NH2:17])[CH2:7][CH2:8][CH2:9][CH2:10][CH2:11]1.[NH4+:21].[OH-:22].[S:1](=[O:2])(=[O:3])([OH:4])[OH:5]>>[CH:6]1([n:12]2[n:13][c:14]([CH3:20])[c:15]([C:18]([NH2:19])=[O:22])[c:16]2[NH2:17])[CH2:7][CH2:8][CH2:9][CH2:10][CH2:11]1.